From a dataset of the Open Reaction Database (ORD), a public repository of structured organic reaction records. describe an organic reaction: reactants, conditions, products, and yield Starting materials: CCc1ncnc(NC2CCC(C(C)(C)C)CC2)c1I, ClCCl, N#C[Cu], O. Yields the product CCc1ncnc(NC2CCC(C(C)(C)C)CC2)c1C#N. Reaction SMILES: [C:1]([CH3:2])([CH3:3])([CH3:4])[CH:5]1[CH2:6][CH2:7][CH:8]([NH:11][c:12]2[n:13][cH:14][n:15][c:16]([CH2:19][CH3:20])[c:17]2[I:18])[CH2:9][CH2:10]1.[Cl:24][CH2:25][Cl:26].[Cu:21][C:22]#[N:23].[OH2:27]>>[C:1]([CH3:2])([CH3:3])([CH3:4])[CH:5]1[CH2:6][CH2:7][CH:8]([NH:11][c:12]2[n:13][cH:14][n:15][c:16]([CH2:19][CH3:20])[c:17]2[C:22]#[N:23])[CH2:9][CH2:10]1. Starting materials: C(CC)C1=NC2=C(N1)C=CC(=C2)CO (2-propyl-1H-benzimidazole-5-methanol), S(=O)(Cl)Cl (thionyl chloride). The solvent is ClC(Cl)Cl (trichloromethane). Conditions: time 15 minute. Product: Cl.ClCC1=CC2=C(NC(=N2)CCC)C=C1 (5-(chloromethyl)-2-propyl-1H-benzimidazole monohydrochloride). RXN SMILES: [CH2:1]([C:4]1[NH:8][C:7]2[CH:9]=[CH:10][C:11]([CH2:13]O)=[CH:12][C:6]=2[N:5]=1)[CH2:2][CH3:3].S(Cl)([Cl:17])=O>ClC(Cl)Cl>[ClH:17].[Cl:17][CH2:13][C:11]1[CH:10]=[CH:9][C:7]2[NH:8][C:4]([CH2:1][CH2:2][CH3:3])=[N:5][C:6]=2[CH:12]=1 |f:3.4|. Procedure: To a stirred mixture of 6.2 parts of 2-propyl-1H-benzimidazole-5-methanol and 38 parts of trichloromethane are added dropwise 40 parts of thionyl chloride. Upon completion, stirring is continued for 15 minutes at reflux temperature. The solvent is evaporated and the residue is dissolved in 80 parts of 2-propanone. The product is allowed to crystallize. It is filtered off and dried, yielding 4.3 parts of 5-(chloromethyl)-2-propyl-1H-benzimidazole monohydrochloride.